This data is from the Open Reaction Database (ORD), a public repository of structured organic reaction records. The task is: describe an organic reaction: reactants, conditions, products, and yield Reactants: ClC1=CC=C(C=C1)C1(CNS(C2=C1C=C(S2)C2=CC=NC=C2)(=O)=O)O (4-(4-chlorophenyl)-6-pyridin-4-yl-3,4-dihydro-2H-thieno[3,2-e][1,2]thiazin-4-ol 1,1-dioxide), C(=O)(O)[O-].[Na+] (NaHCO3), C(C)[SiH](CC)CC (triethylsilane), FC(S(=O)(=O)O)(F)F (Trifluoromethanesulfonic acid). The solvent is ClCCCl (1,2-Dichloroethane). Conditions: temperature 90 celsius. Product: ClC1=CC=C(C=C1)C1=CNS(C2=C1C=C(S2)C2=CC=NC=C2)(=O)=O (4-(4-chlorophenyl)-6-pyridin-4-yl-2H-thieno[3,2-e][1,2]thiazine 1,1-dioxide). Isolated yield 41.7%. As a reaction SMILES: [Cl:1][C:2]1[CH:7]=[CH:6][C:5]([C:8]2(O)[C:13]3[CH:14]=[C:15]([C:17]4[CH:22]=[CH:21][N:20]=[CH:19][CH:18]=4)[S:16][C:12]=3[S:11](=[O:24])(=[O:23])[NH:10][CH2:9]2)=[CH:4][CH:3]=1.C([SiH](CC)CC)C.FC(F)(F)S(O)(=O)=O.C([O-])(O)=O.[Na+]>ClCCCl>[Cl:1][C:2]1[CH:7]=[CH:6][C:5]([C:8]2[C:13]3[CH:14]=[C:15]([C:17]4[CH:18]=[CH:19][N:20]=[CH:21][CH:22]=4)[S:16][C:12]=3[S:11](=[O:24])(=[O:23])[NH:10][CH:9]=2)=[CH:4][CH:3]=1 |f:3.4|. Reported procedure: 4-(4-chlorophenyl)-6-pyridin-4-yl-3,4-dihydro-2H-thieno[3,2-e][1,2]thiazin-4-ol 1,1-dioxide (25 mg, 0.064 mmol) was suspended in 1,2-Dichloroethane (1.0 mL) and triethylsilane (0.1016 mL, 0.6363 mmol) and Trifluoromethanesulfonic acid (0.02815 mL, 0.3182 mmol) were added to a pressure tube and the resulting yellowish solution was heated at 90° C. overnight. At that time, LCMS indicated mainly the product of elimination. Mixture was cooled to room temperature, solid NaHCO3 (20 mg) was added, mixt... Reactants: Cl (HCl), N12CCCCCC2=NCCC1 (1,8-Diazabicyclo[5.4.0]-undec-7-ene), [N+](=O)([O-])C1=CCCCC1 (1-nitrocyclohexene), C(C)OC(C[N+]#[C-])=O (ethylisocyanoacetate). Solvent: CCOC(=O)C (EtOAc), CC(C)O (2-propanol), C1CCOC1 (THF). Conditions: time 8 hour. Yields the product C(C)OC(=O)C=1NC=C2CCCCC12 (4,5,6,7-tetrahydro-2H-isoindole-1-carboxylic acid ethyl ester). As a reaction SMILES: N12[CH2:11][CH2:10][CH2:9][N:8]=[C:7]1[CH2:6][CH2:5][CH2:4][CH2:3]C2.[N+](C1CCCCC=1)([O-])=O.[CH2:21]([O:23][C:24](=[O:28])C[N+]#[C-])[CH3:22].Cl>CC(O)C.C1COCC1.CCOC(C)=O>[CH2:21]([O:23][C:24]([C:7]1[NH:8][CH:9]=[C:10]2[C:6]=1[CH2:5][CH2:4][CH2:3][CH2:11]2)=[O:28])[CH3:22]. Procedure: 1,8-Diazabicyclo[5.4.0]-undec-7-ene (6.2 mL, 41.5 mmol) in 2-propanol (45 mL) was added by addition funnel over ˜25 minutes to a stirring solution of 1-nitrocyclohexene (5.0441 g, 39.67 mmol) and ethylisocyanoacetate (4.3340 g, 37.16 mmol) in THF (45 mL). The reaction was judged complete after stirring overnight at room temperature. 2N HCl (˜100 mL) and EtOAc (˜50 mL) were added. The organic layer was removed, then washed with H2O, 5% NaHCO3, and H2O. The crude product was dried with Na2SO4, fil... Reactants: COC(=O)CCCc1cc2ccc(C(=O)OC)cc2n1C(C)=O, O=C([O-])[O-], CO, [K+], [K+]. Product: COC(=O)CCCc1cc2ccc(C(=O)OC)cc2[nH]1. Reaction SMILES: [C:1](=[O:2])([CH3:3])[n:4]1[c:5]([CH2:17][CH2:18][CH2:19][C:20](=[O:21])[O:22][CH3:23])[cH:6][c:7]2[cH:8][cH:9][c:10]([C:13](=[O:14])[O:15][CH3:16])[cH:11][c:12]12.[C:24](=[O:25])([O-:26])[O-:27].[CH3:30][OH:31].[K+:28].[K+:29]>>[nH:4]1[c:5]([CH2:17][CH2:18][CH2:19][C:20](=[O:21])[O:22][CH3:23])[cH:6][c:7]2[cH:8][cH:9][c:10]([C:13](=[O:14])[O:15][CH3:16])[cH:11][c:12]12. The reactants are CC(C)(C)OC(=O)N(C(=O)C1CC(C)(CC(=O)OCc2ccccc2)c2ncc(N(Cc3cccc(C(F)(F)F)c3)C(=O)OCc3ccccc3)c(=O)n21)c1ccccc1, Cl, [Li+], [Na+], [Na+], [OH-], O, OO, O=S([O-])[O-]. Product: CC1(CC(=O)OCc2ccccc2)CC(C(=O)O)n2c1ncc(N(Cc1cccc(C(F)(F)F)c1)C(=O)OCc1ccccc1)c2=O. RXN SMILES: [CH2:1]([c:2]1[cH:3][cH:4][cH:5][cH:6][cH:7]1)[O:8][C:9](=[O:10])[N:11]([c:12]1[cH:13][n:14][c:15]2[n:16]([c:17]1=[O:18])[CH:19]([C:34](=[O:35])[N:36]([C:37]([O:38][C:39]([CH3:40])([CH3:41])[CH3:42])=[O:43])[c:44]1[cH:45][cH:46][cH:47][cH:48][cH:49]1)[CH2:20][C:21]2([CH3:22])[CH2:23][C:24](=[O:25])[O:26][CH2:27][c:28]1[cH:29][cH:30][cH:31][cH:32][cH:33]1)[CH2:50][c:51]1[cH:52][c:53]([C:57]([F:58])([F:59])[F:60])[cH:54][cH:55][cH:56]1.[ClH:71].[Li+:64].[Na+:69].[Na+:70].[OH-:63].[OH2:72].[OH:61][OH:62].[S:65](=[O:66])([O-:67])[O-:68]>>[CH2:1]([c:2]1[cH:3][cH:4][cH:5][cH:6][cH:7]1)[O:8][C:9](=[O:10])[N:11]([c:12]1[cH:13][n:14][c:15]2[n:16]([c:17]1=[O:18])[CH:19]([C:34]([OH:35])=[O:66])[CH2:20][C:21]2([CH3:22])[CH2:23][C:24](=[O:25])[O:26][CH2:27][c:28]1[cH:29][cH:30][cH:31][cH:32][cH:33]1)[CH2:50][c:51]1[cH:52][c:53]([C:57]([F:58])([F:59])[F:60])[cH:54][cH:55][cH:56]1. Starting materials: CC#N, COC1Nc2c(ccc(C)c2O)C(=O)N2CCCC12. Yields the product Cc1ccc2c(c1O)N=CC1CCCN1C2=O. Reaction SMILES: [CH3:20][C:21]#[N:22].[OH:1][c:2]1[c:3]([CH3:19])[cH:4][cH:5][c:6]2[c:12]1[NH:11][CH:10]([O:13][CH3:14])[CH:9]1[N:8]([C:7]2=[O:18])[CH2:17][CH2:16][CH2:15]1>>[OH:1][c:2]1[c:3]([CH3:19])[cH:4][cH:5][c:6]2[c:12]1[N:11]=[CH:10][CH:9]1[N:8]([C:7]2=[O:18])[CH2:17][CH2:16][CH2:15]1. The reactants are CCOC(=O)CC1CCn2c1cc1c(C)c(OCc3ccc(OC(C)C)c(C#N)c3)ccc12, [Li+], C1COCCO1, [OH-], O=C(O)CC(O)(CC(=O)O)C(=O)O. Yields the product Cc1c(OCc2ccc(OC(C)C)c(C#N)c2)ccc2c1cc1n2CCC1CC(=O)O. RXN SMILES: [C:1](#[N:2])[c:3]1[cH:4][c:5]([CH2:6][O:7][c:8]2[c:9]([CH3:26])[c:10]3[cH:11][c:12]4[n:13]([c:14]3[cH:15][cH:16]2)[CH2:17][CH2:18][CH:19]4[CH2:20][C:21](=[O:22])[O:23][CH2:24][CH3:25])[cH:27][cH:28][c:29]1[O:30][CH:31]([CH3:32])[CH3:33].[Li+:35].[O:49]1[CH2:50][CH2:51][O:52][CH2:53][CH2:54]1.[OH-:34].[OH:36][C:37]([CH2:38][C:39]([C:40](=[O:41])[OH:42])([CH2:43][C:44](=[O:45])[OH:46])[OH:47])=[O:48]>>[C:1](#[N:2])[c:3]1[cH:4][c:5]([CH2:6][O:7][c:8]2[c:9]([CH3:26])[c:10]3[cH:11][c:12]4[n:13]([c:14]3[cH:15][cH:16]2)[CH2:17][CH2:18][CH:19]4[CH2:20][C:21](=[O:22])[OH:23])[cH:27][cH:28][c:29]1[O:30][CH:31]([CH3:32])[CH3:33]. Reactants: C(C)(=O)O (acetic acid), C(C(C)C)=O (isobutyraldehyde), C1(=CC=CC=C1)C(C(=O)C1=CC=CC=C1)=NO (benzil monoxime), NCCC(=O)O (beta-alanine). Run in N (ammonia). The product is C(=O)(O)CCN1C(=[N+](C(=C1C1=CC=CC=C1)C1=CC=CC=C1)[O-])C(C)C (1-(2-carboxyethyl)-2-isopropyl-4,5-diphenylimidazole-3-oxide). Reaction SMILES: C(O)(=O)C.[CH:5](=O)[CH:6]([CH3:8])[CH3:7].[C:10]1([C:16](=[N:25][OH:26])[C:17]([C:19]2[CH:24]=[CH:23][CH:22]=[CH:21][CH:20]=2)=O)[CH:15]=[CH:14][CH:13]=[CH:12][CH:11]=1.[NH2:27][CH2:28][CH2:29][C:30]([OH:32])=[O:31]>N>[C:30]([CH2:29][CH2:28][N:27]1[C:17]([C:19]2[CH:24]=[CH:23][CH:22]=[CH:21][CH:20]=2)=[C:16]([C:10]2[CH:15]=[CH:14][CH:13]=[CH:12][CH:11]=2)[N+:25]([O-:26])=[C:5]1[CH:6]([CH3:8])[CH3:7])([OH:32])=[O:31]. Procedure details: In 200 ml of glacial acetic acid 5.25 ml (0.1 mole) of isobutyraldehyde, 22.5 g (0.1 mole) of benzil monoxime and 8.9 g (0.1 mole) of beta-alanine is heated to reflux temperature for 3 hours. After cooling the mixture is added dropwise under vigorous stirring to one litre of concentrated aqueous ammonia. The solution is extracted with several portions of ether which is discarded. Now pH is adjusted to 7-8 by addition of hydrochloric acid, and further extractions with ether are performed on the r...